From a dataset of the Open Reaction Database (ORD), a public repository of structured organic reaction records. describe an organic reaction: reactants, conditions, products, and yield The reactants are CC(C)CC(NC(=O)C(Cc1ccccc1)NC(=O)C(C)NC(=O)CNC(=O)C(Cc1ccc(O)cc1)NC(=O)OC(C)(C)C)C(=O)OCc1ccccc1, CO, [Na+], [OH-]. Product: CC(C)CC(NC(=O)C(Cc1ccccc1)NC(=O)C(C)NC(=O)CNC(=O)C(Cc1ccc(O)cc1)NC(=O)OC(C)(C)C)C(=O)O. As a reaction SMILES: [CH2:1]([c:2]1[cH:3][cH:4][cH:5][cH:6][cH:7]1)[O:8][C:9]([CH:10]([NH:11][C:12]([CH:13]([NH:14][C:15]([CH:16]([NH:17][C:18]([CH2:19][NH:20][C:21]([CH:22]([NH:23][C:24](=[O:25])[O:26][C:27]([CH3:28])([CH3:29])[CH3:30])[CH2:31][c:32]1[cH:33][cH:34][c:35]([OH:38])[cH:36][cH:37]1)=[O:39])=[O:40])[CH3:41])=[O:42])[CH2:43][c:44]1[cH:45][cH:46][cH:47][cH:48][cH:49]1)=[O:50])[CH2:51][CH:52]([CH3:53])[CH3:54])=[O:55].[CH3:58][OH:59].[Na+:57].[OH-:56]>>[O:8]=[C:9]([CH:10]([NH:11][C:12]([CH:13]([NH:14][C:15]([CH:16]([NH:17][C:18]([CH2:19][NH:20][C:21]([CH:22]([NH:23][C:24](=[O:25])[O:26][C:27]([CH3:28])([CH3:29])[CH3:30])[CH2:31][c:32]1[cH:33][cH:34][c:35]([OH:38])[cH:36][cH:37]1)=[O:39])=[O:40])[CH3:41])=[O:42])[CH2:43][c:44]1[cH:45][cH:46][cH:47][cH:48][cH:49]1)=[O:50])[CH2:51][CH:52]([CH3:53])[CH3:54])[OH:55].